Dataset: the Open Reaction Database (ORD), a public repository of structured organic reaction records. Task: describe an organic reaction: reactants, conditions, products, and yield The reactants are CSC, CO, C=Cc1cc(C(=O)O)ccn1, ClCCl, O=[O+][O-]. The product is O=Cc1cc(C(=O)O)ccn1. Reaction SMILES: [CH3:15][S:16][CH3:17].[CH3:18][OH:19].[CH:1](=[CH2:2])[c:3]1[cH:4][c:5]([C:6](=[O:7])[OH:8])[cH:9][cH:10][n:11]1.[Cl:20][CH2:21][Cl:22].[O-:12][O+:13]=[O:14]>>[CH:1]([c:3]1[cH:4][c:5]([C:6](=[O:7])[OH:8])[cH:9][cH:10][n:11]1)=[O:12]. Starting materials: NC1=CC=C(C=C1)CC(=O)N(CC)CC (2-(4-aminophenyl)-N,N-diethylacetamide), Cl (Hydrochloric acid), solution, CSC.B (borane dimethylsulfide), NC1=CC=C(C=C1)CC(=O)N (2-(4-aminophenyl)-acetamide), [OH-].[Na+] (sodium hydroxide). Solvent: C1CCOC1 (THF), C1CCOC1 (THF). Run at time 18 hour. Product: C(C)N(CCC1=CC=C(N)C=C1)CC (4-(2-(diethylamino)ethyl)aniline). The yield is 86.0%. RXN SMILES: [NH2:1][C:2]1[CH:7]=[CH:6][C:5]([CH2:8][C:9]([N:11]([CH2:14][CH3:15])[CH2:12][CH3:13])=O)=[CH:4][CH:3]=1.NC1C=CC(CC(N)=O)=CC=1.CSC.B.Cl.[OH-].[Na+]>C1COCC1>[CH2:14]([N:11]([CH2:12][CH3:13])[CH2:9][CH2:8][C:5]1[CH:4]=[CH:3][C:2]([NH2:1])=[CH:7][CH:6]=1)[CH3:15] |f:2.3,5.6|. Procedure details: To a solution of 2-(4-aminophenyl)-N,N-diethylacetamide, (2-NB-2-A13; 1.5 g, 7.28 mmol) from Step 2 in anhydrous THF (15 mL) kept at 0° C. was added a 2 M solution of borane dimethylsulfide in THF (14.5 mL, 29 mmol) slowly. The reaction was allowed to warm to room temperature and stirred for 18 h. Hydrochloric acid (6N, 10 mL) was carefully added and the reaction was refluxed for 1 hour followed by cooling to room temperature and neutralization with 3N sodium hydroxide solution. Aqueous layer wa... Starting materials: C=Cc1cncc2cccc(S(=O)(=O)N3CCC(NC(=O)OC(C)(C)C)C3)c12, CCO. The product is CCc1cncc2cccc(S(=O)(=O)N3CCC(NC(=O)OC(C)(C)C)C3)c12. As a reaction SMILES: [C:1]([CH3:2])([CH3:3])([CH3:4])[O:5][C:6](=[O:7])[NH:8][CH:9]1[CH2:10][N:11]([S:14](=[O:15])(=[O:16])[c:17]2[c:18]3[c:19]([CH:27]=[CH2:28])[cH:20][n:21][cH:22][c:23]3[cH:24][cH:25][cH:26]2)[CH2:12][CH2:13]1.[CH3:29][CH2:30][OH:31]>>[C:1]([CH3:2])([CH3:3])([CH3:4])[O:5][C:6](=[O:7])[NH:8][CH:9]1[CH2:10][N:11]([S:14](=[O:15])(=[O:16])[c:17]2[c:18]3[c:19]([CH2:27][CH3:28])[cH:20][n:21][cH:22][c:23]3[cH:24][cH:25][cH:26]2)[CH2:12][CH2:13]1. Starting materials: C1(=CC=CC=C1)O (phenol), C[C@@]12C=CC[C@H]1[C@@H]1CCC=3CC(CCC3[C@H]1CC2)=O (Estra-5(10),16-dien-3-one), N1=CC=CC=C1 (pyridine), pyridinium bromide perbromide. Run in C(C)(=O)OCC (Ethyl acetate). Run at time 1 minute. Product: C[C@@]12C=CC[C@H]1[C@@H]1CCC3=CC(CCC3=C1CC2)=O (Estra-4,9,16-trien-3-one). Yield: 30.8%. As a reaction SMILES: [CH3:1][C@:2]12[CH2:18][CH2:17][C@H:16]3[C@@H:7]([CH2:8][CH2:9][C:10]4[CH2:11][C:12](=[O:19])[CH2:13][CH2:14][C:15]=43)[C@@H:6]1[CH2:5][CH:4]=[CH:3]2.N1C=CC=CC=1.C1C=C[NH+]=CC=1.Br[Br-]Br.C1(O)C=CC=CC=1>C(OCC)(=O)C>[CH3:1][C@:2]12[CH2:18][CH2:17][C:16]3[C@@H:7]([CH2:8][CH2:9][C:10]4[C:15]=3[CH2:14][CH2:13][C:12](=[O:19])[CH:11]=4)[C@@H:6]1[CH2:5][CH:4]=[CH:3]2 |f:2.3|. Reported procedure: Estra-5(10),16-dien-3-one (3) (0.38 g, 1.5 mmole), in pyridine (5.0 mL, 62 mmol) was cooled in an ice-salt bath to −13° C. and pyridinium bromide perbromide (1.58 g, 4.94 mmole) was added in small portions so that T<−4° C. After swirling 1 min. phenol (0.25 g, 2.7 mmole) was added and reaction continued 24 h at room temperature. Ethyl acetate (50 ml) was added and the reaction mixture was washed with 25 ml of 1N HCI, two 25 ml portions of saturated copper sulfate, 25 ml of 5% sodium hydroxide, a...